This data is from the Open Reaction Database (ORD), a public repository of structured organic reaction records. The task is: describe an organic reaction: reactants, conditions, products, and yield Starting materials: C(CCC)[Sn](C1=C(C=C(C=C1)OC)[N+](=O)[O-])(CCCC)CCCC (tributyl(4-methoxy-2-nitrophenyl)tin), C(C1=CC=CC=C1)OC1=CC2=C(C=C(CCC2)C2=C(C=C(C=C2)OC)[N+](=O)[O-])C=C1 (3-benzyloxy-8-(4-methoxy-2-nitrophenyl)-6,7-dihydro-5H-benzocycloheptene). The product is NC1=C(C=CC(=C1)OC)C1CC2=C(CCC1)C=C(C=C2)O (6-(2-Amino-4-methoxyphenyl)-6,7,8,9-tetrahydro-5H-benzocyclohepten-2-ol). The yield is 72.3%. Reaction SMILES: C([Sn](CCCC)(CCCC)C1C=CC(OC)=CC=1[N+]([O-])=O)CCC.C([O:32][C:33]1[CH:54]=[CH:53][C:36]2[CH:37]=[C:38]([C:42]3[CH:47]=[CH:46][C:45]([O:48][CH3:49])=[CH:44][C:43]=3[N+:50]([O-])=O)[CH2:39][CH2:40][CH2:41][C:35]=2[CH:34]=1)C1C=CC=CC=1>>[NH2:50][C:43]1[CH:44]=[C:45]([O:48][CH3:49])[CH:46]=[CH:47][C:42]=1[CH:38]1[CH2:39][CH2:40][CH2:41][C:35]2[CH:34]=[C:33]([OH:32])[CH:54]=[CH:53][C:36]=2[CH2:37]1. Reported procedure: Synthesized from 6-benzyloxy-3,4-dihydro-2H-naphthalen-1-one according to an analogous synthetic method to Preparation Example 91, 2-benzyloxy-5,7,8,9-tetrahydrobenzocyclohepten-6-one (7.2 g) was used according to an analogous synthetic method to Preparation Example 82 to provide 2-benzyloxy-8,9-dihydro-7H-benzocyclohepten-6-yl trifluoromethanesulfonate (6.7 g). Synthesized from this compound and tributyl(4-methoxy-2-nitrophenyl)tin according to an analogous synthetic method to Preparation Examp... Reaction SMILES: [C:1]([O:4][C:5]1[CH:12]=[CH:11][C:8]([CH:9]=O)=[CH:7][CH:6]=1)(=[O:3])[CH3:2].Br[CH2:14]Br>CN(C=O)C>[C:1]([O:4][C:5]1[CH:12]=[CH:11][C:8]([CH:9]=[CH2:14])=[CH:7][CH:6]=1)(=[O:3])[CH3:2]. The reactants are C(C)(=O)OC1=CC=C(C=O)C=C1 (p-acetoxybenzaldehyde), BrCBr (dibromomethane). Procedure details: Then a mixture obtained by mixing 32.8 g of p-acetoxybenzaldehyde (PABA) (0.2 mol) and 52.15 g of dibromomethane (0.3 mol) in 85 g of anhydrous DMF was dropping for 1 hour keeping the internal temperature at 50° C. Then agitation was continued for 40 minutes under the same temperature. Product: C(C)(=O)OC1=CC=C(C=C)C=C1 (p-acetoxystyrene). Run at time 1 hour. Solvent: CN(C)C=O (DMF). Starting materials: O.[PH2](=O)[O-].C(C)[NH+](CC)CC (triethylammonium hypophosphite hydrate), ClC1=C(C=CC(=C1)C#N)N1N=C(C2=C1C1=C(N=C(S1)NC(C)=O)CC2)C=2C=NC=CC2 (N-[1-(2-chloro-4-cyanophenyl)-3-pyridin-3-yl-4,5-dihydro-1H-pyrazolo[4,3-g]benzothiazol-7-yl]-acetamide). Reagents/catalysts: [Ni] (Raney nickel). Solvent: ClCCl (dichloromethane), CO (methanol). Run at temperature 55 celsius, time 3 hour. The product is ClC1=C(C=CC(=C1)C=O)N1N=C(C2=C1C1=C(N=C(S1)NC(C)=O)CC2)C=2C=NC=CC2 (N-[1-(2-chloro-4-formyl-phenyl)-3-pyridin-3-yl-4,5-dihydro-1H-pyrazolo[4,3-g]benzothiazol-7-yl]-acetamide). RXN SMILES: [OH2:1].[PH2]([O-])=O.C([NH+](CC)CC)C.[Cl:12][C:13]1[CH:18]=[C:17]([C:19]#N)[CH:16]=[CH:15][C:14]=1[N:21]1[C:25]2[C:26]3[S:30][C:29]([NH:31][C:32](=[O:34])[CH3:33])=[N:28][C:27]=3[CH2:35][CH2:36][C:24]=2[C:23]([C:37]2[CH:38]=[N:39][CH:40]=[CH:41][CH:42]=2)=[N:22]1>[Ni].ClCCl.CO>[Cl:12][C:13]1[CH:18]=[C:17]([CH:19]=[O:1])[CH:16]=[CH:15][C:14]=1[N:21]1[C:25]2[C:26]3[S:30][C:29]([NH:31][C:32](=[O:34])[CH3:33])=[N:28][C:27]=3[CH2:35][CH2:36][C:24]=2[C:23]([C:37]2[CH:38]=[N:39][CH:40]=[CH:41][CH:42]=2)=[N:22]1 |f:0.1.2|. Procedure: In a hydrogenation reactor under an argon atmosphere, triethylammonium hypophosphite hydrate (2.2 mL, 12 mmol) is added at 10° C. to a suspension of Raney nickel (8 g, 93 mmol) in 75 mL dichloromethane and 75 mL methanol. After the release of gas has died away N-[1-(2-chloro-4-cyanophenyl)-3-pyridin-3-yl-4,5-dihydro-1H-pyrazolo[4,3-g]benzothiazol-7-yl]-acetamide (PCT/EP05055021) (2.7 g, 5.6 mmol) is added and the mixture is stirred for 3 h at 55° C. The reaction mixture is filtered and the filtr... Starting materials: 20, C1(CCCCC1)C1=NC2=C(N1)C=CC=C2 (2-cyclohexyl-1H-benzimidazole), [OH-].[Na+] (sodium hydroxide), O1CCCC1 (tetrahydrofuran), BrCCCCl (1-bromo-3-chloropropane). The reagents and catalysts are [Cl-].C(C)[N+](CC1=CC=CC=C1)(CC)CC (N,N,N-triethylbenzenemethanaminium chloride). Run in CC1=CC=CC=C1 (methylbenzene). Run at temperature 40 celsius, time 15 minute. Product: ClCCCN1C(=NC2=C1C=CC=C2)C2CCCCC2 (1-(3-chloropropyl)-2-cyclohexyl-1H-benzimidazole). Reaction SMILES: [CH:1]1([C:7]2[NH:11][C:10]3[CH:12]=[CH:13][CH:14]=[CH:15][C:9]=3[N:8]=2)[CH2:6][CH2:5][CH2:4][CH2:3][CH2:2]1.[OH-].[Na+].O1CCCC1.Br[CH2:24][CH2:25][CH2:26][Cl:27]>[Cl-].C([N+](CC)(CC)CC1C=CC=CC=1)C.CC1C=CC=CC=1>[Cl:27][CH2:26][CH2:25][CH2:24][N:11]1[C:10]2[CH:12]=[CH:13][CH:14]=[CH:15][C:9]=2[N:8]=[C:7]1[CH:1]1[CH2:2][CH2:3][CH2:4][CH2:5][CH2:6]1 |f:1.2,5.6|. Reported procedure: A mixture of 20 parts of 2-cyclohexyl-1H-benzimidazole, 2 parts of N,N,N-triethylbenzenemethanaminium chloride, 225 parts of a sodium hydroxide solution 50% and 140 parts of tetrahydrofuran is stirred and heated to 40° C. Then there are added 31.5 parts of 1-bromo-3-chloropropane and stirring is continued for 15 minutes at 60° C. The reaction mixture is cooled, methylbenzene is added and the layers are separated. The aqueous phase is extracted with methylbenzene. The combined methylbenzene-phase... The reactants are CC(=O)O, O=[N+]([O-])c1cc(C2CC2)ccc1F, [Fe]. Yields the product Nc1cc(C2CC2)ccc1F. Reaction SMILES: [CH3:14][C:15](=[O:16])[OH:17].[CH:1]1([c:4]2[cH:5][c:6]([N+:11]([O-:12])=[O:13])[c:7]([F:10])[cH:8][cH:9]2)[CH2:2][CH2:3]1.[Fe:18]>>[CH:1]1([c:4]2[cH:5][c:6]([NH2:11])[c:7]([F:10])[cH:8][cH:9]2)[CH2:2][CH2:3]1.